From a dataset of the Open Reaction Database (ORD), a public repository of structured organic reaction records. describe an organic reaction: reactants, conditions, products, and yield Reactants: FC(C1=C(C(=O)O)C=CC=C1)F (2-(difluoromethyl)benzoic acid), S(=O)(Cl)Cl (thionyl chloride). Product: FC(C1=C(C(=O)Cl)C=CC=C1)F (2-(difluoromethyl)benzoyl chloride). As a reaction SMILES: [F:1][CH:2]([F:12])[C:3]1[CH:11]=[CH:10][CH:9]=[CH:8][C:4]=1[C:5](O)=[O:6].S(Cl)([Cl:15])=O>>[F:1][CH:2]([F:12])[C:3]1[CH:11]=[CH:10][CH:9]=[CH:8][C:4]=1[C:5]([Cl:15])=[O:6]. Reported procedure: A solution of 2-(difluoromethyl)benzoic acid 53 (1.8 g, 10 mmol) in thionyl chloride (25 ml) was heated at reflux for 3 h. The reaction mixture was concentrated and dried under vacuum to give 54. The crude acid chloride was used without further purification. Starting materials: CC(C)(C)CN, Cc1ccc(C)cc1, [Na+], O=C([O-])O, O=P(Cl)(Cl)Cl, O=c1[nH]nc(-c2ccccc2)c2ccccc12. Product: CC(C)(C)CNc1nnc(-c2ccccc2)c2ccccc12. RXN SMILES: [CH2:18]([C:19]([CH3:20])([CH3:21])[CH3:22])[NH2:23].[CH3:34][c:35]1[cH:36][cH:37][c:38]([CH3:39])[cH:40][cH:41]1.[Na+:33].[O-:29][C:30]([OH:31])=[O:32].[P:24]([Cl:25])([Cl:26])([Cl:27])=[O:28].[c:1]1(-[c:7]2[n:8][nH:9][c:10](=[O:17])[c:11]3[cH:12][cH:13][cH:14][cH:15][c:16]23)[cH:2][cH:3][cH:4][cH:5][cH:6]1>>[c:1]1(-[c:7]2[n:8][n:9][c:10]([NH:23][CH2:18][C:19]([CH3:20])([CH3:21])[CH3:22])[c:11]3[cH:12][cH:13][cH:14][cH:15][c:16]23)[cH:2][cH:3][cH:4][cH:5][cH:6]1. The reactants are CC1=C(C(=O)C2=C(C1=O)N3C[C@H]4[C@@H]([C@@]3([C@@H]2COC(=O)N)OC)N4)OC (mitomycin A), NC1=CC=C(C(=O)NN)C=C1 (4-aminobenzoylhydrazine), C([O-])([O-])=O.[K+].[K+] (potassium carbonate). Procedure details: In a similar manner to that described in Example 17, mitomycin A (302 mg), 4-aminobenzoylhydrazine (389 mg) and potassium carbonate (150 mg) are used to obtain the desired product (163 mg) with a yield of 40.5%. Isolated yield 40.2%. Yields the product NC1=CC=C(C(=O)N=NC2=C(C=3C(C4(N(C3C(=C2C)O)CC2C4N2)OC)COC(=O)N)O)C=C1 (6-[(4"-aminobenzoyl)azo]-8-{[(aminocarbonyl)oxy]methyl}-4,7-dihydroxy-1,1a,2,8,8a,8b-hexahydro-8a-methoxy-5-methyl-azirino[2',3':3,4]pyrrolo[1,2-a)indole). Reaction SMILES: [CH3:1][C:2]1[C:8](=[O:9])[C:7]2[N:10]3[C@@:14]([O:21][CH3:22])([C@H:15]([CH2:16][O:17][C:18]([NH2:20])=[O:19])[C:6]=2[C:4](=[O:5])[C:3]=1OC)[C@H:13]1[NH:23][C@H:12]1[CH2:11]3.[NH2:26][C:27]1[CH:36]=[CH:35][C:30]([C:31]([NH:33][NH2:34])=[O:32])=[CH:29][CH:28]=1.C(=O)([O-])[O-].[K+].[K+]>>[NH2:26][C:27]1[CH:36]=[CH:35][C:30]([C:31]([N:33]=[N:34][C:3]2[C:2]([CH3:1])=[C:8]([OH:9])[C:7]3[N:10]4[CH2:11][CH:12]5[NH:23][CH:13]5[C:14]4([O:21][CH3:22])[CH:15]([CH2:16][O:17][C:18]([NH2:20])=[O:19])[C:6]=3[C:4]=2[OH:5])=[O:32])=[CH:29][CH:28]=1 |f:2.3.4|. Reported procedure: A mixture of 16 parts of 1,3-dihydro-1-methyl-3-(3-pyridinylmethyl)-2H-benzimidazol-2-one and 200 parts of acetic acid is hydrogenated at normal pressure and at 50° C. with 2 parts of palladium-on-charcoal catalyst 10%. After the calculated amount of hydrogen is taken up, the catalyst is filtered off and the filtrate is evaporated. Water is added to the residue and the whole is alkalized with ammonium hydroxide. The product is extracted with methylbenzene. The extract is dried, filtered and evap... Reactants: [H][H] (hydrogen), 16, CN1C(N(C2=C1C=CC=C2)CC=2C=NC=CC2)=O (1,3-dihydro-1-methyl-3-(3-pyridinylmethyl)-2H-benzimidazol-2-one). Isolated yield 100.0%. The reagents and catalysts are [Pd] (palladium-on-charcoal). RXN SMILES: [CH3:1][N:2]1[C:6]2[CH:7]=[CH:8][CH:9]=[CH:10][C:5]=2[N:4]([CH2:11][C:12]2[CH:13]=[N:14][CH:15]=[CH:16][CH:17]=2)[C:3]1=[O:18].[H][H]>[Pd].C(O)(=O)C>[CH3:1][N:2]1[C:6]2[CH:7]=[CH:8][CH:9]=[CH:10][C:5]=2[N:4]([CH2:11][CH:12]2[CH2:17][CH2:16][CH2:15][NH:14][CH2:13]2)[C:3]1=[O:18]. The product is 16.5, CN1C(N(C2=C1C=CC=C2)CC2CNCCC2)=O (1,3-dihydro-1-methyl-3-(3-piperidinylmethyl)-2H-benzimidazol-2-one). The solvent is C(C)(=O)O (acetic acid). The reactants are Cc1ccc(-c2cc(CCC=O)nn2C(C)(C)C)cc1, COc1ccc(N2CCNCC2)cc1, CCN(C(C)C)C(C)C. The product is COc1ccc(N2CCN(CCCc3cc(-c4ccc(C)cc4)n(C(C)(C)C)n3)CC2)cc1. Reaction SMILES: [C:1]([CH3:2])([CH3:3])([CH3:4])[n:5]1[n:6][c:7]([CH2:17][CH2:18][CH:19]=[O:20])[cH:8][c:9]1-[c:10]1[cH:11][cH:12][c:13]([CH3:16])[cH:14][cH:15]1.[CH3:21][O:22][c:23]1[cH:24][cH:25][c:26]([N:29]2[CH2:30][CH2:31][NH:32][CH2:33][CH2:34]2)[cH:27][cH:28]1.[CH:35]([N:36]([CH2:37][CH3:38])[CH:39]([CH3:40])[CH3:41])([CH3:42])[CH3:43]>>[C:1]([CH3:2])([CH3:3])([CH3:4])[n:5]1[n:6][c:7]([CH2:17][CH2:18][CH2:19][N:32]2[CH2:31][CH2:30][N:29]([c:26]3[cH:25][cH:24][c:23]([O:22][CH3:21])[cH:28][cH:27]3)[CH2:34][CH2:33]2)[cH:8][c:9]1-[c:10]1[cH:11][cH:12][c:13]([CH3:16])[cH:14][cH:15]1. The reactants are C(C)(=O)N1C[C@@H]2N([C@@H](CN(C2)CC2=C(C=CC=C2)OC)C(C2=CC=CC=C2)C2=CC=CC=C2)CC1 ((4R,9aR)-8-acetyl-4-benzhydryl-2-(2-methoxybenzyl)octahydro-2H-pyrazino[1,2-a]pyrazine), ClC(=O)OC(C)Cl (1-chloroethyl chloroformate). Run in ClC(C)Cl (dichloroethane). Conditions: temperature 70 celsius. Product: Cl.Cl.C(C)(=O)N1C[C@@H]2N([C@@H](CNC2)C(C2=CC=CC=C2)C2=CC=CC=C2)CC1 ((4R,9aR)-8-acetyl-4-benzhydryloctahydro-2H-pyrazino[1,2-a]pyrazine dihydrochloride). As a reaction SMILES: [C:1]([N:4]1[CH2:35][CH2:34][N:7]2[C@H:8]([CH:21]([C:28]3[CH:33]=[CH:32][CH:31]=[CH:30][CH:29]=3)[C:22]3[CH:27]=[CH:26][CH:25]=[CH:24][CH:23]=3)[CH2:9][N:10](CC3C=CC=CC=3OC)[CH2:11][C@@H:6]2[CH2:5]1)(=[O:3])[CH3:2].[Cl:36]C(OC(Cl)C)=O>ClC(Cl)C>[ClH:36].[ClH:36].[C:1]([N:4]1[CH2:35][CH2:34][N:7]2[C@H:8]([CH:21]([C:22]3[CH:27]=[CH:26][CH:25]=[CH:24][CH:23]=3)[C:28]3[CH:33]=[CH:32][CH:31]=[CH:30][CH:29]=3)[CH2:9][NH:10][CH2:11][C@@H:6]2[CH2:5]1)(=[O:3])[CH3:2] |f:3.4.5|. Procedure: To a solution of (4R,9aR)-8-acetyl-4-benzhydryl-2-(2-methoxybenzyl)octahydro-2H-pyrazino[1,2-a]pyrazine (5.9 g) in dichloroethane (60 ml) was added 1-chloroethyl chloroformate (2.3 ml) at room temperature, and the reaction mixture was heated at 70° C. for 30 minutes with stirring. After removal of solvent by evaporation, to the resulting residue was added methanol (45 ml), and the solution was refluxed for 40 minutes. After being concentrated, the residue was triturated with diisopropyl ether. T... Reactants: polyetherimide, silicium oxide, CCO[Si](OCC)(OCC)OCC (TEOS), polyetherimide Ultem, CN1CCCC1=O (NMP), Cl (HCl). Yields the product NCCC[Si](OC)(OC)OC (3-aminopropyltrimethoxysilane), ether imide. RXN SMILES: CCO[Si:4]([O:11][CH2:12]C)([O:8][CH2:9]C)[O:5][CH2:6]C.Cl.C[N:16]1C(=O)[CH2:19][CH2:18][CH2:17]1>>[NH2:16][CH2:17][CH2:18][CH2:19][Si:4]([O:5][CH3:6])([O:8][CH3:9])[O:11][CH3:12]. Procedure: composite membranes of polyetherimide and nanodispersed silicium oxide, made by hydrolysis of TEOS in solutions of polyetherimide Ultem® in NMP by adding of 0.15 M HCl solution. After hydrolysis dense or phase inversed membranes are made from this polymer solution. Compatibility of the inorganic with the organic phase was obtained by extra addition of 3-aminopropyltrimethoxysilane (AS) (Membranes of poly(ether imide) and nanodispersed silica, S. P. Nunes, K. V. Peinemann, K, Ohlrogge, A. Alpers,... The reactants are ice, BrC1=C(C(OC1=CBr)=O)C(CCC)O (4-bromo-5-(bromomethylene)-3-(1-hydroxybutyl)-2(5H)-furanone), CC(=O)C.OS(=O)(=O)O.O=[Cr](=O)=O (Jones reagent). Reagents/catalysts: [O-2].[O-2].[O-2].[Cr+6] (chromium trioxide). The solvent is O (water), CC(=O)C (acetone), S(O)(O)(=O)=O (sulfuric acid), O (water). Conditions: time 1 hour. Product: BrC1=C(C(OC1=CBr)=O)C(CCC)=O (4-Bromo-5-(bromomethylene)-3-(1-butanoyl)-2(5H)-furanone). RXN SMILES: [Br:1][C:2]1[C:6](=[CH:7][Br:8])[O:5][C:4](=[O:9])[C:3]=1[CH:10]([OH:14])[CH2:11][CH2:12][CH3:13].CC(C)=O.OS(O)(=O)=O.O=[Cr](=O)=O>CC(C)=O.S(=O)(=O)(O)O.O.[O-2].[O-2].[O-2].[Cr+6]>[Br:1][C:2]1[C:6](=[CH:7][Br:8])[O:5][C:4](=[O:9])[C:3]=1[C:10](=[O:14])[CH2:11][CH2:12][CH3:13] |f:1.2.3,7.8.9.10|. Reported procedure: To an ice cooled solution of 4-bromo-5-(bromomethylene)-3-(1-hydroxybutyl)-2(5H)-furanone (2.77 g, 8.5 mmol) in acetone (75 ml) was added dropwise with stirring Jones reagent (12 ml, prepared by dissolving chromium trioxide (13.36 g) in sulfuric acid (11.2 ml) and water (38.5 ml). The mixture was stirred at room temperature for 1 h and the progress of the reaction monitored by thin layer chromatography. After the completion of the reaction, the mixture was poured into water (200 ml) and extracte... Starting materials: FC1=CC(=C(C(=O)O)C=C1)O (4-fluoro-2-hydroxybenzoic acid), [H-].[Na+] (sodium hydride), ClCOC ((chloromethyl)methyl ether), CN(C=O)C (N,N-dimethylformamide), Cl (hydrochloric acid). Run at time 48 hour. Product: COC(C1=C(C=C(C=C1)F)OCOC)=O (4-Fluoro-2-methoxymethoxybenzoic acid methyl ester). Reaction SMILES: [F:1][C:2]1[CH:10]=[CH:9][C:5]([C:6]([OH:8])=[O:7])=[C:4]([OH:11])[CH:3]=1.[H-].[Na+].Cl[CH2:15][O:16][CH3:17].Cl.[CH3:19]N(C)C=O>>[CH3:19][O:7][C:6](=[O:8])[C:5]1[CH:9]=[CH:10][C:2]([F:1])=[CH:3][C:4]=1[O:11][CH2:15][O:16][CH3:17] |f:1.2|. Procedure details: To a solution of 4-fluoro-2-hydroxybenzoic acid (3.0 g) in N,N-dimethylformamide (5 mL) were added sodium hydride (60% 1.0 g) and (chloromethyl)methyl ether (2.1 g) at room temperature, and this mixture was stirred for 48 hours at the same temperature. This reaction mixture was poured into 2 mol/L hydrochloric acid and the resulting mixture was extracted with ethyl acetate. The organic layer was washed with brine, and dried over anhydrous magnesium sulfate. The solvent was removed under reduced ...